This data is from the Open Reaction Database (ORD), a public repository of structured organic reaction records. The task is: describe an organic reaction: reactants, conditions, products, and yield Reactants: NCC(O)C=1N=C(SC1)C(F)(F)F (2-Amino-1-[2-trifluoromethyl-1,3-thiazole-4-yl]ethanol), O=C1CCN(CC1)C1=CC=C(CC2C(NC(S2)=O)=O)C=C1 (5-[4-(4-Oxo-piperidin-1-yl)-benzyl]-thiazolidine-2,4-dione), C(C)(=O)O[BH-](OC(C)=O)OC(C)=O.[Na+] (sodium triacetoxyborohydride), [Cl-].[NH4+] (ammonium chloride). Solvent: CN(C=O)C (N,N-dimethylformamide), C(C)(=O)O (acetic acid). Conditions: time 18 hour. The product is O[C@@H](CNC1CCN(CC1)C1=CC=C(CC2C(NC(S2)=O)=O)C=C1)C=1N=C(SC1)C(F)(F)F (5-{4-[4-({(2S)-2-Hydroxy-2-[2-(trifluoromethyl)-1,3-thiazol-4-yl]ethyl}amino)piperidine-1-yl]benzyl}-1,3-thiazolidine-2,4-dione). Isolated yield 12.6%. As a reaction SMILES: [NH2:1][CH2:2][CH:3]([C:5]1[N:6]=[C:7]([C:10]([F:13])([F:12])[F:11])[S:8][CH:9]=1)[OH:4].O=[C:15]1[CH2:20][CH2:19][N:18]([C:21]2[CH:34]=[CH:33][C:24]([CH2:25][CH:26]3[S:30][C:29](=[O:31])[NH:28][C:27]3=[O:32])=[CH:23][CH:22]=2)[CH2:17][CH2:16]1.C(O[BH-](OC(=O)C)OC(=O)C)(=O)C.[Na+].[Cl-].[NH4+]>CN(C)C=O.C(O)(=O)C>[OH:4][C@H:3]([C:5]1[N:6]=[C:7]([C:10]([F:12])([F:13])[F:11])[S:8][CH:9]=1)[CH2:2][NH:1][CH:15]1[CH2:16][CH2:17][N:18]([C:21]2[CH:34]=[CH:33][C:24]([CH2:25][CH:26]3[S:30][C:29](=[O:31])[NH:28][C:27]3=[O:32])=[CH:23][CH:22]=2)[CH2:19][CH2:20]1 |f:2.3,4.5|. Reported procedure: A mixture of (1S)-(2-amino-1-[2-trifluoromethyl]-1,3-thiazole-4-yl]ethanol (which was obtained in Example 105) (0.34 g, 1.59 mmol) and 5-[4-(4-oxopiperidine-1-yl)benzyl]-1,3-thiazolidine-2,4-dione (which was obtained in Example 38) (0.48 g, 1.59 mmol), sodium triacetoxyborohydride (0.67 g, 3.18 mmol), and acetic acid (0.33 mL) in N,N-dimethylformamide (15 mL) was stirred at room temperature for 18 hours, poured into aqueous ammonium chloride and extracted with ethyl acetate. The organic extracts... Starting materials: CCC(O[Si](C)(C)C(C)(C)C)C(=O)Nc1ccc(C)cn1, C1CCOC1, CCCC[N+](CCCC)(CCCC)CCCC, CCOC(C)=O, [F-], O, O, O, O. Reaction SMILES: [C:22]([Si:23]([CH3:24])([CH3:25])[O:27][CH:28]([C:29](=[O:30])[NH:31][c:32]1[n:33][cH:34][c:35]([CH3:38])[cH:36][cH:37]1)[CH2:39][CH3:40])([CH3:26])([CH3:41])[CH3:42].[CH2:50]1[O:51][CH2:52][CH2:53][CH2:54]1.[CH2:5]([N+:6]([CH2:7][CH2:8][CH2:9][CH3:10])([CH2:11][CH2:12][CH2:13][CH3:14])[CH2:15][CH2:16][CH2:17][CH3:18])[CH2:19][CH2:20][CH3:21].[CH3:44][CH2:45][O:46][C:47]([CH3:48])=[O:49].[F-:4].[OH2:1].[OH2:2].[OH2:3].[OH2:43]>>[OH:27][CH:28]([C:29](=[O:30])[NH:31][c:32]1[n:33][cH:34][c:35]([CH3:38])[cH:36][cH:37]1)[CH2:39][CH3:40]. Yields the product CCC(O)C(=O)Nc1ccc(C)cn1. The reactants are C(C)OC(C=C(C=CCC(C)(C)C)C)=O (3,7,7-trimethyl-2,4-octadienoic acid ethyl ester), [H-].[Al+3].[Li+].[H-].[H-].[H-] (lithium aluminum hydride), [Cl-].[NH4+] (ammonium chloride). Run in C(C)OCC (diethyl ether), C(C)OCC (diethyl ether). Product: CC(=CCO)C=CCC(C)(C)C (3,7,7-trimethyl-2,4-octadien-1-ol). Reaction SMILES: C([O:3][C:4](=O)[CH:5]=[C:6]([CH3:14])[CH:7]=[CH:8][CH2:9][C:10]([CH3:13])([CH3:12])[CH3:11])C.[H-].[Al+3].[Li+].[H-].[H-].[H-].[Cl-].[NH4+]>C(OCC)C>[CH3:14][C:6]([CH:7]=[CH:8][CH2:9][C:10]([CH3:13])([CH3:12])[CH3:11])=[CH:5][CH2:4][OH:3] |f:1.2.3.4.5.6,7.8|. Reported procedure: A solution of 4.2 g. of 3,7,7-trimethyl-2,4-octadienoic acid ethyl ester in 90 ml. of absolute diethyl ether is mixed slowly at -20° C. with stirring and under a nitrogen atmosphere with a suspension of 0.75 g. of lithium aluminum hydride in 45 ml. of absolute diethyl ether. The mixture is allowed to attain room temperature in the course of 2 hours and subsequently decomposed in the cold by the dropwise addition of 60 ml. of 10% by weight aqueous ammonium chloride solution. The resulting mass is... Reaction SMILES: [CH:1](=O)[C:2]1[CH:7]=[CH:6][CH:5]=[CH:4][CH:3]=1.[CH3:9][C:10]([C:12]1[CH:17]=[CH:16][C:15]([Br:18])=[CH:14][CH:13]=1)=[O:11]>>[Br:18][C:15]1[CH:16]=[CH:17][C:12]([C:10](=[O:11])[CH:9]=[CH:1][C:2]2[CH:7]=[CH:6][CH:5]=[CH:4][CH:3]=2)=[CH:13][CH:14]=1. Procedure: By a procedure similar to that of example 1.59.1, starting from benzaldehyde and 4-bromoacetophenone, 1-(4-bromophenyl)-3-phenylprop-2-en-1-one was obtained as yellowish solid. Yields the product BrC1=CC=C(C=C1)C(C=CC1=CC=CC=C1)=O (1-(4-bromophenyl)-3-phenylprop-2-en-1-one). Starting materials: C(C1=CC=CC=C1)=O (benzaldehyde), CC(=O)C1=CC=C(C=C1)Br (4-bromoacetophenone).